From a dataset of the Open Reaction Database (ORD), a public repository of structured organic reaction records. describe an organic reaction: reactants, conditions, products, and yield The reactants are O=[N+]([O-])c1ccc(Br)cn1, O=C([O-])[O-], CN(C)C=O, O=[N+]([O-])c1cc(O)ccc1Cl, [Cs+], [Cs+]. Reaction SMILES: [Br:12][c:13]1[cH:14][cH:15][c:16]([N+:19](=[O:20])[O-:21])[n:17][cH:18]1.[C:22](=[O:23])([O-:24])[O-:25].[CH3:28][N:29]([CH3:30])[CH:31]=[O:32].[Cl:1][c:2]1[c:3]([N+:9](=[O:10])[O-:11])[cH:4][c:5]([OH:8])[cH:6][cH:7]1.[Cs+:26].[Cs+:27]>>[Cl:1][c:2]1[c:3]([N+:9](=[O:10])[O-:11])[cH:4][c:5]([O:8][c:13]2[cH:14][cH:15][c:16]([N+:19](=[O:20])[O-:21])[n:17][cH:18]2)[cH:6][cH:7]1. Product: O=[N+]([O-])c1ccc(Oc2ccc(Cl)c([N+](=O)[O-])c2)cn1. Reactants: CO (methanol), [OH-].[Na+] (sodium hydroxide), O=C1CC[C@H](N1CC1=CC=CC=C1)C(=O)OC (Methyl 5-oxo-1-(phenylmethyl)-prolinate). The solvent is O (water). Reaction conditions: time 8 hour. Yields the product O=C1CC[C@H](N1CC1=CC=CC=C1)C(=O)O (5-oxo-1-(phenylmethyl)-proline). Yield: 91.2%. As a reaction SMILES: [O:1]=[C:2]1[N:6]([CH2:7][C:8]2[CH:13]=[CH:12][CH:11]=[CH:10][CH:9]=2)[C@H:5]([C:14]([O:16]C)=[O:15])[CH2:4][CH2:3]1.CO.[OH-].[Na+]>O>[O:1]=[C:2]1[N:6]([CH2:7][C:8]2[CH:9]=[CH:10][CH:11]=[CH:12][CH:13]=2)[C@H:5]([C:14]([OH:16])=[O:15])[CH2:4][CH2:3]1 |f:2.3|. Procedure: Methyl 5-oxo-1-(phenylmethyl)-prolinate (0.212 g, 0.91 mmol) was dissolved in water (3 ml) and methanol (0.5 ml) and treated with 2M aqueous sodium hydroxide (0.682 ml, 1.36 mmol). The mixture was stirred overnight at room temperature and then washed with dichloromethane. The aqueous layer was evaporated and the residue treated with an excess of 1M hydrogen chloride in ether (˜5 ml). The mixture was evaporated once more and the residue was triturated with dichloromethane. The solid material was ... Starting materials: NC1=NC(=NC=2N1OC(N2)=O)N(CC=C)CC=C (7-amino-5-diallylamino-2H-[1,2,4]oxadiazolo[2,3-a]-s-triazin-2-one), Cl (hydrochloric acid), C1(=CC=CC=C1)CC(=O)Cl (phenylacetyl chloride), 3-N. Solvent: O (water), C(Cl)Cl (methylene chloride), C(C)N(CC)CC (triethylamine), C(Cl)Cl (methylene chloride). Yields the product C(C=C)N(C1=NC=2N(C(=N1)NC(CC1=CC=CC=C1)=O)OC(N2)=O)CC=C (N-{5-diallylamino-2-oxo-2H-[1,2,4]oxadiazolo[2,3-a]-s-triazin-7-yl}-2-phenyl-acetamide). RXN SMILES: [NH2:1][C:2]1[N:7]2[O:8][C:9](=[O:11])[N:10]=[C:6]2[N:5]=[C:4]([N:12]([CH2:16][CH:17]=[CH2:18])[CH2:13][CH:14]=[CH2:15])[N:3]=1.[C:19]1([CH2:25][C:26](Cl)=[O:27])[CH:24]=[CH:23][CH:22]=[CH:21][CH:20]=1.Cl>O.C(Cl)Cl.C(N(CC)CC)C>[CH2:13]([N:12]([CH2:16][CH:17]=[CH2:18])[C:4]1[N:3]=[C:2]([NH:1][C:26](=[O:27])[CH2:25][C:19]2[CH:24]=[CH:23][CH:22]=[CH:21][CH:20]=2)[N:7]2[O:8][C:9](=[O:11])[N:10]=[C:6]2[N:5]=1)[CH:14]=[CH2:15]. Reported procedure: 4.5 g. of 7-amino-5-diallylamino-2H-[1,2,4]oxadiazolo[2,3-a]-s-triazin-2-one are suspended in 100 ml. of methylene chloride and 10 ml. of triethylamine. 4.8 ml. of phenylacetyl chloride in 30 ml. of methylene chloride are added dropwise while stirring and cooling. The mixture is then stirred at room temperature for 70 minutes, treated with water and adjusted to pH 4 with 3-N hydrochloric acid. The two phases are separated and the aqueous phase is extracted with methylene chloride. The combined o... Starting materials: C(C1=CC=CC=C1)OC=1C=C(C=CC1[N+](=O)[O-])C=CC=1N=C2N(C=CC(=C2)OCC)C1C (2-[2-(3-benzyloxy-4-nitrophenyl)vinyl]-7-ethoxy-3-methylimidazo[1,2-a]pyridine), [H][H] (hydrogen). The reagents and catalysts are [Pd] (palladium on carbon). Run in CN(C=O)C (N,N-dimethylformamide). The product is NC1=C(C=C(C=C1)CCC=1N=C2N(C=CC(=C2)OCC)C1C)O (2-[2-(4-amino-3-hydroxyphenyl)ethyl]-7-ethoxy-3-methylimidazo[1,2-a]pyridine). Isolated yield 62.8%. Reaction SMILES: C([O:8][C:9]1[CH:10]=[C:11]([CH:18]=[CH:19][C:20]2[N:21]=[C:22]3[CH:27]=[C:26]([O:28][CH2:29][CH3:30])[CH:25]=[CH:24][N:23]3[C:31]=2[CH3:32])[CH:12]=[CH:13][C:14]=1[N+:15]([O-])=O)C1C=CC=CC=1.[H][H]>CN(C)C=O.[Pd]>[NH2:15][C:14]1[CH:13]=[CH:12][C:11]([CH2:18][CH2:19][C:20]2[N:21]=[C:22]3[CH:27]=[C:26]([O:28][CH2:29][CH3:30])[CH:25]=[CH:24][N:23]3[C:31]=2[CH3:32])=[CH:10][C:9]=1[OH:8]. Reported procedure: A solution of 2-[2-(3-benzyloxy-4-nitrophenyl)vinyl]-7-ethoxy-3-methylimidazo[1,2-a]pyridine (3.8 g) in N,N-dimethylformamide (80 ml) was subjected to catalytic reduction over 10% palladium on carbon (1.9 g) under atmospheric pressure of hydrogen gas at 40° to 60° C. for hours. The catalyst was removed by filtration and the filtrate was evaporated in vacuo. The residue was triturated with a mixture of diethyl ether and diisopropyl ether and the precipitate was collected by filtration to give 2-[... Starting materials: ClC1=C(C=C(C2=CC=CC=C12)N1CCOCC1)O (1-chloro-4-morpholino-2-naphthol), COC1=CC=C(C=C1)C(C#C)(O)C1=CC=CC=C1 (1-(p-methoxyphenyl)-1-phenyl-2-propyn-1-ol), [OH-].[Na+] (sodium hydroxide), C1(=CC=C(C=C1)S(=O)(=O)O)C (p-toluene sulfonic acid). The solvent is C1CCOC1 (THF). The product is COC1=CC=C(C=C1)C1(C=CC2=C(O1)C=C(C1=CC=CC=C12)N1CCOCC1)C1=CC=CC=C1 (3-(p-methoxyphenyl)-3-phenyl-6-morpholino-[3H]-naphtho-[2,1-b]pyran). Isolated yield 16.1%. Reaction SMILES: Cl[C:2]1[C:11]2[C:6](=[CH:7][CH:8]=[CH:9][CH:10]=2)[C:5]([N:12]2[CH2:17][CH2:16][O:15][CH2:14][CH2:13]2)=[CH:4][C:3]=1[OH:18].[CH3:19][O:20][C:21]1[CH:26]=[CH:25][C:24]([C:27]([C:31]2[CH:36]=[CH:35][CH:34]=[CH:33][CH:32]=2)(O)[C:28]#[CH:29])=[CH:23][CH:22]=1.C1(C)C=CC(S(O)(=O)=O)=CC=1.[OH-].[Na+]>C1COCC1>[CH3:19][O:20][C:21]1[CH:26]=[CH:25][C:24]([C:27]2([C:31]3[CH:36]=[CH:35][CH:34]=[CH:33][CH:32]=3)[O:18][C:3]3[CH:4]=[C:5]([N:12]4[CH2:17][CH2:16][O:15][CH2:14][CH2:13]4)[C:6]4[C:11]([C:2]=3[CH:29]=[CH:28]2)=[CH:10][CH:9]=[CH:8][CH:7]=4)=[CH:23][CH:22]=1 |f:3.4|. Reported procedure: 0.91 g of 1-chloro-4-morpholino-2-naphthol are allowed to react with 0.95 g of 1-(p-methoxyphenyl)-1-phenyl-2-propyn-1-ol in 30 ml of THF under reflux for 4 hours in the presence of 0.72 g of p-toluene sulfonic acid. The solution is then neutralized with 30 ml of 1N sodium hydroxide and then extracted twice with 30 ml of toluene. The organic phases are evaporated and then the photochrome is separated by chromatography on an alumina column in eluting with a mixture of ethyl acetate/diisopropyl et...